From a dataset of the Open Reaction Database (ORD), a public repository of structured organic reaction records. describe an organic reaction: reactants, conditions, products, and yield The reactants are NC1=C(C=CC=C1)N1CCCCC1 (1-(2-aminophenyl)piperidine), CNC(C(C)(C)C)=O (N-methylpivalamide). Solvent: C1=CC=CC=C1 (benzene), C1=CC=CC=C1 (benzene), P(=O)(Cl)(Cl)Cl (phosphorus oxychloride). Run at time 3 day. Product: CNC(C(C)(C)C)=NC1=C(C=CC=C1)N1CCCCC1 (N-methyl-N'-(2-piperidinophenyl)pivalamidine). RXN SMILES: [CH3:1][NH:2][C:3](=O)[C:4]([CH3:7])([CH3:6])[CH3:5].[NH2:9][C:10]1[CH:15]=[CH:14][CH:13]=[CH:12][C:11]=1[N:16]1[CH2:21][CH2:20][CH2:19][CH2:18][CH2:17]1>C1C=CC=CC=1.P(Cl)(Cl)(Cl)=O>[CH3:1][NH:2][C:3](=[N:9][C:10]1[CH:15]=[CH:14][CH:13]=[CH:12][C:11]=1[N:16]1[CH2:21][CH2:20][CH2:19][CH2:18][CH2:17]1)[C:4]([CH3:7])([CH3:6])[CH3:5]. Reported procedure: A mixture of N-methylpivalamide (11.5 g) in benzene (120 ml) and phosphorus oxychloride (9.2 ml) was stirred at room temperature for 3 days. A solution of 1-(2-aminophenyl)piperidine (14 g) in benzene (80 ml) was added and the mixture heated at 65°-70° C. for four days to give N-methyl-N'-(2-piperidinophenyl)pivalamidine (m.p. 78° C.) which was recrystallised from hexane. The product was obtained as a 0.25 hydrate. Starting materials: solution, C(C)(C)(C)[Li] (t-butyllithium), COC(C1=C(C=CC=C1)Br)=O (methyl-2-bromobenzoate), [Cl-].C1(=C(C=CC=C1)[Zn+])C (tolylzinc chloride), BrC1=C(C=CC=C1)C (o-bromotoluene). The reagents and catalysts are Cl[Ni]([P](C1=CC=CC=C1)(C2=CC=CC=C2)C3=CC=CC=C3)([P](C4=CC=CC=C4)(C5=CC=CC=C5)C6=CC=CC=C6)Cl (bis(triphenylphosphine)nickel(II) chloride). Solvent: CCCCC (pentane), O1CCCC1 (tetrahydrofuran), O1CCCC1 (tetrahydrofuran). Conditions: temperature -78 celsius. The product is COC(=O)C1=CC=C(C=C1)C1=C(C=CC=C1)C (2'-Methylbiphenyl-4-carboxylic acid methyl ester). Isolated yield 86.5%. Reaction SMILES: Br[C:2]1[CH:7]=[CH:6][CH:5]=[CH:4][C:3]=1[CH3:8].C([Li])(C)(C)C.[CH3:14][O:15][C:16](=[O:24])[C:17]1[CH:22]=[CH:21][CH:20]=[CH:19][C:18]=1Br.[Cl-].C1(C)C=CC=CC=1[Zn+]>O1CCCC1.CCCCC.Cl[Ni](Cl)([P](C1C=CC=CC=1)(C1C=CC=CC=1)C1C=CC=CC=1)[P](C1C=CC=CC=1)(C1C=CC=CC=1)C1C=CC=CC=1>[CH3:14][O:15][C:16]([C:17]1[CH:22]=[CH:21][C:20]([C:2]2[CH:7]=[CH:6][CH:5]=[CH:4][C:3]=2[CH3:8])=[CH:19][CH:18]=1)=[O:24] |f:3.4,^1:46,65|. Procedure details: A 2 L three-necked 24/40 round-bottom flask equipped with a mechanical stirrer, a 500 mL constant pressure addition funnel with a nitrogen inlet at the top, and a septum was flame dried, cooled and then charged with a solution of 70.00 g (0.409 mol) of o-bromotoluene in 350 mL of anhydrous tetrahydrofuran under a nitrogen atmosphere. The solution was stirred and cooled to -78° C. and 481 mL (0..818 mol) of a 1.7M solution of t-butyllithium in pentane was added via the addition funnel over 45 min... Reactants: CCOC(=O)CCNC(=O)c1ccc(NC(c2oc3ccc(OC)cc3c2C#N)C2CCCCC2)cc1, CCO, [Na+], C1CCOC1, [OH-]. The product is COc1ccc2oc(C(Nc3ccc(C(=O)NCCC(=O)O)cc3)C3CCCCC3)c(C#N)c2c1. RXN SMILES: [C:1](#[N:2])[c:3]1[c:4]([CH:14]([CH:15]2[CH2:16][CH2:17][CH2:18][CH2:19][CH2:20]2)[NH:21][c:22]2[cH:23][cH:24][c:25]([C:28](=[O:29])[NH:30][CH2:31][CH2:32][C:33](=[O:34])[O:35][CH2:36][CH3:37])[cH:26][cH:27]2)[o:5][c:6]2[c:7]1[cH:8][c:9]([O:12][CH3:13])[cH:10][cH:11]2.[CH3:45][CH2:46][OH:47].[Na+:44].[O:38]1[CH2:39][CH2:40][CH2:41][CH2:42]1.[OH-:43]>>[C:1](#[N:2])[c:3]1[c:4]([CH:14]([CH:15]2[CH2:16][CH2:17][CH2:18][CH2:19][CH2:20]2)[NH:21][c:22]2[cH:23][cH:24][c:25]([C:28](=[O:29])[NH:30][CH2:31][CH2:32][C:33](=[O:34])[OH:35])[cH:26][cH:27]2)[o:5][c:6]2[c:7]1[cH:8][c:9]([O:12][CH3:13])[cH:10][cH:11]2. The reactants are [Al+3], C1CCOC1, CC(=O)c1cccc(OC(F)(F)F)c1, [H-], [H-], [H-], [H-], [Li+], O. The product is CC(O)c1cccc(OC(F)(F)F)c1. RXN SMILES: [Al+3:16].[CH2:22]1[O:23][CH2:24][CH2:25][CH2:26]1.[F:1][C:2]([O:3][c:4]1[cH:5][c:6]([C:10]([CH3:11])=[O:12])[cH:7][cH:8][cH:9]1)([F:13])[F:14].[H-:15].[H-:18].[H-:19].[H-:20].[Li+:17].[OH2:21]>>[F:1][C:2]([O:3][c:4]1[cH:5][c:6]([CH:10]([CH3:11])[OH:12])[cH:7][cH:8][cH:9]1)([F:13])[F:14]. Starting materials: C=CCONC(=O)OC(C)(C)C, C1CCOC1, [H-], CCCI, [Na+]. Yields the product C=CCON(CCC)C(=O)OC(C)(C)C. RXN SMILES: [C:1](=[O:2])([O:3][C:4]([CH3:5])([CH3:6])[CH3:7])[NH:8][O:9][CH2:10][CH:11]=[CH2:12].[CH2:19]1[O:20][CH2:21][CH2:22][CH2:23]1.[H-:13].[I:15][CH2:16][CH2:17][CH3:18].[Na+:14]>>[C:1](=[O:2])([O:3][C:4]([CH3:5])([CH3:6])[CH3:7])[N:8]([O:9][CH2:10][CH:11]=[CH2:12])[CH2:16][CH2:17][CH3:18]. Reactants: COC[C@@H](CO)O ((R)-3-methoxypropane-1,2-diol), O (water), S(=O)(Cl)Cl (thionyl chloride), I(=O)(=O)(=O)[O-].[Na+] (sodium periodate). Reagents/catalysts: [Ru](Cl)(Cl)Cl (Ruthenium(III) chloride). Solvent: C(Cl)Cl (DCM), C(C)OCC (diethyl ether). Reaction conditions: temperature 0 celsius, time 1 hour. Yields the product COC[C@@H]1OS(OC1)(=O)=O ((S)-4-(Methoxymethyl)-1,3,2-dioxathiolane 2,2-dioxide). As a reaction SMILES: [CH3:1][O:2][CH2:3][C@H:4]([OH:7])[CH2:5][OH:6].[S:8](Cl)(Cl)=[O:9].I([O-])(=O)(=O)=[O:13].[Na+].O>C(Cl)Cl.C(OCC)C.[Ru](Cl)(Cl)Cl>[CH3:1][O:2][CH2:3][C@H:4]1[CH2:5][O:6][S:8](=[O:9])(=[O:13])[O:7]1 |f:2.3|. Reported procedure: To a solution of crude (R)-3-methoxypropane-1,2-diol (7.66 g, 72.2 mmol) in DCM (100 mL) was slowly (˜10 min) added thionyl chloride (6.32 mL, 87 mmol) at rt. When the addition was completed, the dark brown solution was heated to reflux for 1 h before concentrating it to ˜10-20 mL under vacuum. Then, the cyclic sulfite was dissolved in DCM (80 mL) and acetonitrile (80 mL) and cooled to 0° C. Ruthenium(III) chloride (0.075 g, 0.361 mmol) and sodium periodate (23.16 g, 108 mmol) were added followe... RXN SMILES: C(OC([N:8]1[CH2:22][CH2:21][C:12]2=[C:13](Cl)[N:14]3[C:18]([N:19]=[C:11]2[CH2:10][CH2:9]1)=[CH:17][CH:16]=[N:15]3)=O)(C)(C)C.FC(F)(F)C(O)=O.[S:30]1[C:34]2[CH:35]=[CH:36][CH:37]=[CH:38][C:33]=2[N:32]=[C:31]1[CH:39]1[CH2:42][NH:41][CH2:40]1>>[S:30]1[C:34]2[CH:35]=[CH:36][CH:37]=[CH:38][C:33]=2[N:32]=[C:31]1[CH:39]1[CH2:40][N:41]([C:13]2[N:14]3[C:18]([N:19]=[C:11]4[CH2:10][CH2:9][NH:8][CH2:22][CH2:21][C:12]=24)=[CH:17][CH:16]=[N:15]3)[CH2:42]1 |f:1.2|. Starting materials: C(C)(C)(C)OC(=O)N1CCC=2C(=C(N3N=CC=C3N2)Cl)CC1 (10-chloro-5,6,8,9-tetrahydro-1,4,7,10a-tetraaza-cyclohepta[f]indene-7-carboxylic acid tert-butyl ester), FC(C(=O)O)(F)F.S1C(=NC2=C1C=CC=C2)C2CNC2 (3-benzothiazol-2-yl-azetidine trifluoroacetate), amine. Procedure: The product was prepared using 10-chloro-5,6,8,9-tetrahydro-1,4,7,10a-tetraaza-cyclohepta[f]indene-7-carboxylic acid tert-butyl ester in route 1 (step e and f), in step e (route 1) 3-benzothiazol-2-yl-azetidine trifluoroacetate was used as the amine. Yields the product S1C(=NC2=C1C=CC=C2)C2CN(C2)C=2N1N=CC=C1N=C1C2CCNCC1 (10-(3-Benzothiazol-2-yl-azetidin-1-yl)-6,7,8,9-tetrahydro-5H-1,4,7,10a-tetraaza-cyclohepta[f]indene).